Dataset: the Open Reaction Database (ORD), a public repository of structured organic reaction records. Task: describe an organic reaction: reactants, conditions, products, and yield Reagents/catalysts: Cl[Pd]([P](C1=CC=CC=C1)(C2=CC=CC=C2)C3=CC=CC=C3)([P](C4=CC=CC=C4)(C5=CC=CC=C5)C6=CC=CC=C6)Cl (bis(triphenylphosphine)palladium(II) dichloride). Starting materials: BrC=1C=C(C(=NC1)N(C(=O)OC(C)(C)C)C(=O)OC(C)(C)C)C (5-bromo-2-[N,N-bis(tert-butoxycarbonyl)amino]-3-methyl-pyridin), C(C)(C)(C)[Si](OC[Sn](CCCC)(CCCC)CCCC)(C)C (tert-butyl-dimethyl-tributylstannanylmethoxy-silane), ClCCCl (1,2-dichloroethane), [F-].[K+] (potassium fluoride), C(C)OCC (diethyl ether). Reaction SMILES: Br[C:2]1[CH:3]=[C:4]([CH3:23])[C:5]([N:8]([C:16]([O:18][C:19]([CH3:22])([CH3:21])[CH3:20])=[O:17])[C:9]([O:11][C:12]([CH3:15])([CH3:14])[CH3:13])=[O:10])=[N:6][CH:7]=1.[C:24]([Si:28](C)(C)OC[Sn](CCCC)(CCCC)CCCC)([CH3:27])([CH3:26])[CH3:25].C([O:48][CH2:49][CH3:50])C.[F-].[K+].Cl[CH2:54]CCl>Cl[Pd](Cl)([P](C1C=CC=CC=1)(C1C=CC=CC=1)C1C=CC=CC=1)[P](C1C=CC=CC=1)(C1C=CC=CC=1)C1C=CC=CC=1>[C:12]([O:11][C:9]([N:8]([C:5]1[C:4]([CH3:23])=[CH:3][C:2]([C:49]([CH3:50])([CH3:54])[O:48][SiH2:28][C:24]([CH3:27])([CH3:26])[CH3:25])=[CH:7][N:6]=1)[C:16]([O:18][C:19]([CH3:22])([CH3:21])[CH3:20])=[O:17])=[O:10])([CH3:15])([CH3:14])[CH3:13] |f:3.4,^1:59,78|. Run at temperature 0 celsius, time 30 minute. Yield: 59.0%. Product: C(C)(C)(C)OC(=O)N(C(=O)OC(C)(C)C)C1=NC=C(C=C1C)C(O[SiH2]C(C)(C)C)(C)C (2-[N,N-bis(tert-butoxycarbonyl)amino]-5-(tert-butyl-dimethyl-silanyloxymethyl)-3-methylpyridin). Procedure details: A solution of 5-bromo-2-[N,N-bis(tert-butoxycarbonyl)amino]-3-methyl-pyridin (26.0 g, 67.1 mmol), tert-butyl-dimethyl-tributylstannanylmethoxy-silane (47.6 g, 109 mmol), and bis(triphenylphosphine)palladium(II) dichloride (0.90 g, 1.42 mmol) in 1,2-dichloroethane (80 mL) was stirred at 90° C. for two days. The mixture was cooled to 0° C. and diethyl ether (200 mL) was added followed by saturated aqueous potassium fluoride (40 mL). The mixture was stirred vigourously for 30 min and filtered. The ... The reactants are OCC1=NN2C(NC(=CC2=O)C)=N1 (2-(Hydroxymethyl)-5-methyl-s-triazolo[1,5-a]pyrimidin-7(4H)-one), P(Br)(Br)Br (phosphorus tribromide). Run in CN(C=O)C (dimethylformamide). Conditions: time 0.5 hour. Yields the product BrCC1=NN2C(N=C(C=C2O)C)=N1 (2-bromomethyl-5-methyl[1.2.4]triazolo[1,5-a]pyrimidin-7-ol). Reaction SMILES: O[CH2:2][C:3]1[N:13]=[C:6]2[NH:7][C:8]([CH3:12])=[CH:9][C:10](=[O:11])[N:5]2[N:4]=1.P(Br)(Br)[Br:15]>CN(C)C=O>[Br:15][CH2:2][C:3]1[N:13]=[C:6]2[N:7]=[C:8]([CH3:12])[CH:9]=[C:10]([OH:11])[N:5]2[N:4]=1. Procedure details: 2-(Hydroxymethyl)-5-methyl-s-triazolo[1,5-a]pyrimidin-7(4H)-one (U.S. Pat. No. 2,835,581) (1.8 g) is suspended in 5 ml of dimethylformamide, treated with 0.45 ml of phosphorus tribromide at 0° C. and stirred at this temperature for 1/2 hour. The dimethylformamide is evaporated in a high vacuum and the residue is digested with ice-cold water. The resulting precipitate is filtered off under suction and dried in a high vacuum (40° C.). There are obtained 1.97 g of 2-bromomethyl-5-methyl[1.2.4]triaz...